From a dataset of the Open Reaction Database (ORD), a public repository of structured organic reaction records. describe an organic reaction: reactants, conditions, products, and yield Reactants: IC1=CC=C(C=C1)N1N=NC(=C1)[Si](C)(C)C (1-(4-iodophenyl)-4-(trimethylsilyl)-1H-1,2,3-triazole), [F-].C(CCC)[N+](CCCC)(CCCC)CCCC (tetrabutylammonium fluoride). Reaction conditions: temperature 50 celsius. The solvent is CCOC(=O)C (EtOAc). Product: IC1=CC=C(C=C1)N1N=NC=C1 (1-(4-iodophenyl)-1H-1,2,3-triazole). As a reaction SMILES: [I:1][C:2]1[CH:7]=[CH:6][C:5]([N:8]2[CH:12]=[C:11]([Si](C)(C)C)[N:10]=[N:9]2)=[CH:4][CH:3]=1.[F-].C([N+](CCCC)(CCCC)CCCC)CCC>CCOC(C)=O>[I:1][C:2]1[CH:3]=[CH:4][C:5]([N:8]2[CH:12]=[CH:11][N:10]=[N:9]2)=[CH:6][CH:7]=1 |f:1.2|. Reported procedure: To 1-(4-iodophenyl)-4-(trimethylsilyl)-1H-1,2,3-triazole, prepared in the previous step, at room temperature was added tetrabutylammonium fluoride (1 M in THF, 50 mL, 50 mmol). The reaction mixture was heated to 50° C. for 1.5 h and diluted with EtOAc. The organic phase was washed with water (2×), brine (1×), dried over MgSO4, filtered, and concentrated. Purification by flash column chromatography on silica gel (eluted with 10% to 50% EtOAc in hexanes) gave 1-(4-iodophenyl)-1H-1,2,3-triazole. Starting materials: CN(C)C=O, COC(=O)c1ccc(OC)s1, O=C1CCC(=O)N1Br. Yields the product COC(=O)c1cc(Br)c(OC)s1. As a reaction SMILES: [CH3:20][N:21]([CH3:22])[CH:23]=[O:24].[CH3:9][O:10][c:11]1[cH:12][cH:13][c:14]([C:16](=[O:17])[O:18][CH3:19])[s:15]1.[O:1]=[C:2]1[N:3]([Br:8])[C:4](=[O:5])[CH2:6][CH2:7]1>>[Br:8][c:12]1[c:11]([O:10][CH3:9])[s:15][c:14]([C:16](=[O:17])[O:18][CH3:19])[cH:13]1. Starting materials: C1(\C(\C)=C/C(=O)O1)=O (citraconic anhydride), C(CCCCCCC)N (octylamine). Solvent: N1=CC=CC=C1 (pyridine). Run at temperature 90 celsius. Product: CC=1C(N(C(C1)=O)CCCCCCCC)=O (3-Methyl-1-octyl-3-pyrroline-2,5-dione). RXN SMILES: [C:1]1(=[O:8])O[C:5](=[O:6])[CH:4]=[C:2]1[CH3:3].[CH2:9]([NH2:17])[CH2:10][CH2:11][CH2:12][CH2:13][CH2:14][CH2:15][CH3:16]>N1C=CC=CC=1>[CH3:3][C:2]1[C:1](=[O:8])[N:17]([CH2:9][CH2:10][CH2:11][CH2:12][CH2:13][CH2:14][CH2:15][CH3:16])[C:5](=[O:6])[CH:4]=1. Procedure details: A solution of citraconic anhydride (0.1 M) in pyridine (20 ml)was treated with octylamine (0.1 M). The reaction mixture was heated to 90° C. for six hours. The reaction mixture was then concentrated in vacuo and the residue was extracted into ethyl acetate. The ethyl acetate layer was washed with water and with cold aqueous hydrochloric acid, then dried over sodium sulphate and finally concentrated in vacuo. The residue obtained was chromatographed over silica gel to afford the desired product. The reactants are O (water), C(C)(C)(C)OC(N(C)[C@@H]1CC[C@H](CC1)\C=C\CO)=O (trans-(1E)-[4-(3-Hydroxy-propenyl)-cyclohexyl]-methyl-carbamic acid tert-butyl ester), CS(=O)(=O)Cl (methanesulfonylchloride), N1=CC=CC=C1 (pyridine). Reagents/catalysts: CN(C)C=1C=CN=CC1 (DMAP). Run in C(Cl)Cl (CH2Cl2). Conditions: time 3 hour. Product: C(C)(C)(C)OC(N(C)[C@@H]1CC[C@H](CC1)\C=C\CCl)=O (trans-(1E)-[4-(3-Chloro-propenyl)-cyclohexyl]-methyl-carbamic acid tert-butyl ester). Isolated yield 74.6%. Reaction SMILES: [C:1]([O:5][C:6](=[O:19])[N:7]([C@H:9]1[CH2:14][CH2:13][C@H:12](/[CH:15]=[CH:16]/[CH2:17]O)[CH2:11][CH2:10]1)[CH3:8])([CH3:4])([CH3:3])[CH3:2].CS([Cl:24])(=O)=O.N1C=CC=CC=1.O>C(Cl)Cl.CN(C1C=CN=CC=1)C>[C:1]([O:5][C:6](=[O:19])[N:7]([C@H:9]1[CH2:14][CH2:13][C@H:12](/[CH:15]=[CH:16]/[CH2:17][Cl:24])[CH2:11][CH2:10]1)[CH3:8])([CH3:4])([CH3:3])[CH3:2]. Procedure: A solution of 4.37 g (16.35 mmol) of trans-(1E)-[4-(3-Hydroxy-propenyl)-cyclohexyl]-methyl-carbamic acid tert-butyl ester in 120 ml CH2Cl2 was treated at 0° C. with 1.4 ml (17.98 mmol) of methanesulfonylchloride, 1.97 ml (24.52 mmol) pyridine and 2 g (16.35 mmol) of DMAP. The reaction mixture was stirred at RT for 3 h, water (5 ml) was added and the reaction was stirred for 5 min. After extraction with aqueous 10% KHSO4/Et2O (3×), the organic phases were washed with aqueous saturated NaHCO3 (2×)...